Dataset: the Open Reaction Database (ORD), a public repository of structured organic reaction records. Task: describe an organic reaction: reactants, conditions, products, and yield Reactants: O (water), COC(C1=CC(=CC=C1)O)OC (3-hydroxybenzaldehyde dimethyl acetal), ClC1=NC=CN=C1 (2-chloropyrazine), CC(C)([O-])C.[K+] (potassium tert-butoxide). Solvent: CN(C=O)C (dimethylformamide). Reaction conditions: temperature 60 celsius. Yields the product COC(C1=CC(=CC=C1)OC1=NC=CN=C1)OC (3-(2-pyrazinyloxy)-benzaldehyde dimethyl acetal). RXN SMILES: [CH3:1][O:2][CH:3]([O:11][CH3:12])[C:4]1[CH:9]=[CH:8][CH:7]=[C:6]([OH:10])[CH:5]=1.CC(C)([O-])C.[K+].Cl[C:20]1[CH:25]=[N:24][CH:23]=[CH:22][N:21]=1.O>CN(C)C=O>[CH3:1][O:2][CH:3]([O:11][CH3:12])[C:4]1[CH:9]=[CH:8][CH:7]=[C:6]([O:10][C:20]2[CH:25]=[N:24][CH:23]=[CH:22][N:21]=2)[CH:5]=1 |f:1.2|. Procedure: A solution of 168 mg of 3-hydroxybenzaldehyde dimethyl acetal in 10 ml of anyhydrous dimethylformamide was stirred under nitrogen and 220 mg of potassium tert-butoxide were added. The mixture was heated at 60° C. for 1 hour, then cooled to room temperature and 115 mg of 2-chloropyrazine were added in portions. The mixture was then heated at 160° C. for 18 hours. After cooling 15 ml of water were added and the product was extracted with 50 ml of ethyl acetate. The extract was washed with 25 ml of...